From a dataset of the Open Reaction Database (ORD), a public repository of structured organic reaction records. describe an organic reaction: reactants, conditions, products, and yield Starting materials: O1CC(=CCC1)C=1C(=NC=CN1)OC1=CC=C(N)C=C1 (4-(3-(5,6-dihydro-2H-pyran-3-yl)pyrazin-2-yloxy)aniline). The reagents and catalysts are [Pd] (Palladium). Run in C1CCOC1 (THF). Conditions: time 23 hour. Product: O1CC(CCC1)C=1C(=NC=CN1)OC1=CC=C(N)C=C1 (4-(3-(tetrahydro-2H-pyran-3-yl)pyrazin-2-yloxy)aniline). RXN SMILES: [O:1]1[CH2:6][CH2:5][CH:4]=[C:3]([C:7]2[C:8]([O:13][C:14]3[CH:20]=[CH:19][C:17]([NH2:18])=[CH:16][CH:15]=3)=[N:9][CH:10]=[CH:11][N:12]=2)[CH2:2]1>C1COCC1.[Pd]>[O:1]1[CH2:6][CH2:5][CH2:4][CH:3]([C:7]2[C:8]([O:13][C:14]3[CH:20]=[CH:19][C:17]([NH2:18])=[CH:16][CH:15]=3)=[N:9][CH:10]=[CH:11][N:12]=2)[CH2:2]1. Procedure: Palladium (10 mg, 0.0094 mmol, 10% wt. on activated carbon) was added to a stirred solution of 4-(3-(5,6-dihydro-2H-pyran-3-yl)pyrazin-2-yloxy)aniline (0.16 g, 0.59 mmol) in THF (3 mL). The reaction mixture was placed under a hydrogen atmosphere (balloon) and stirred at room temperature for 23 h. The reaction mixture was filtered through Celite, and the filtrate was concentrated in vacuo to give 4-(3-(tetrahydro-2H-pyran-3-yl)pyrazin-2-yloxy)aniline. MS (ESI, pos. ion) m/z: 272.1 (M+1). The reactants are S(N)(=O)(=O)NC1=C(C#N)C(=CC=C1)SC (2-sulfamoylamino-6-(methylthio)benzonitrile), C1=CC(=CC(=C1)Cl)C(=O)OO (MCPBA). Run in ClCCl (dichloromethane). Yields the product S(N)(=O)(=O)NC1=C(C#N)C(=CC=C1)S(=O)C (2-sulfamoylamino-6-(methylsulfinyl)benzonitrile). Reaction SMILES: [S:1]([NH:5][C:6]1[CH:13]=[CH:12][CH:11]=[C:10]([S:14][CH3:15])[C:7]=1[C:8]#[N:9])(=[O:4])(=[O:3])[NH2:2].C1C=C(Cl)C=C(C(OO)=[O:24])C=1>ClCCl>[S:1]([NH:5][C:6]1[CH:13]=[CH:12][CH:11]=[C:10]([S:14]([CH3:15])=[O:24])[C:7]=1[C:8]#[N:9])(=[O:3])(=[O:4])[NH2:2]. Procedure details: The mixture of 2-sulfamoylamino-6-(methylthio)benzonitrile (Example 104a) (48 mg, 0.2 mmol) and MCPBA (69 mg, 0.4 mmol) in dichloromethane (16 mL) was heated refluxed overnight. After cooling down, the precipitation was collected by filtration, rinsed with dichloromethane, dried in the air to give the title compound. 1H NMR (400 MHz, DMSO-d6) δ 2.83 (s, 3H), 7.35 (brs, 2H), 7.72-6.69 (m, 2H), 7.92 (t, J=8.0 Hz, 1H), 9.87 (brs, 1H). Reactants: [H-].C(C(C)C)[Al+]CC(C)C (diisobutylaluminium hydride), C(C)OC(C(C(=O)OCC)C=1N=C(C2=C(N1)SC=C2C2=CC=CC=C2)NCC2=NC=CC=C2)=O (2-{5-phenyl-4-[(pyridin-2-ylmethyl)amino]thieno[2,3-d]pyrimidin-2-yl}malonic acid diethyl ester), resultant mixture. The solvent is O1CCCC1 (tetrahydrofuran). Reaction conditions: time 3 hour. The product is C1(=CC=CC=C1)C1=CSC=2N=C(N=C(C21)NCC2=NC=CC=C2)C(CO)CO (2-{5-phenyl-4-[(pyridin-2-ylmethyl)amino]thieno[2,3-d]pyrimidin-2-yl}propane-1,3-diol). The yield is 30.3%. As a reaction SMILES: C([O:3][C:4](=O)[CH:5]([C:11]1[N:12]=[C:13]([NH:26][CH2:27][C:28]2[CH:33]=[CH:32][CH:31]=[CH:30][N:29]=2)[C:14]2[C:19]([C:20]3[CH:25]=[CH:24][CH:23]=[CH:22][CH:21]=3)=[CH:18][S:17][C:15]=2[N:16]=1)[C:6](OCC)=[O:7])C.[H-].C([Al+]CC(C)C)C(C)C>O1CCCC1>[C:20]1([C:19]2[C:14]3[C:13]([NH:26][CH2:27][C:28]4[CH:33]=[CH:32][CH:31]=[CH:30][N:29]=4)=[N:12][C:11]([CH:5]([CH2:6][OH:7])[CH2:4][OH:3])=[N:16][C:15]=3[S:17][CH:18]=2)[CH:21]=[CH:22][CH:23]=[CH:24][CH:25]=1 |f:1.2|. Procedure: A stirred solution of 2-{5-phenyl-4-[(pyridin-2-ylmethyl)amino]thieno[2,3-d]pyrimidin-2-yl}malonic acid diethyl ester (0.32 g, 0.672 mmol) in anhydrous tetrahydrofuran (10 ml) was cooled in an ice-bath and treated, under a nitrogen atmosphere, with diisobutylaluminium hydride (1M solution in hexane, 5.52 ml, 5.52 mmol) over 15 minutes. The reaction mixture was allowed to warm up and left to stir at ambient temperature for 3 hours. The resultant mixture was then cooled in an ice-bath and quenched... The reactants are ClC=1C=C(COC=2C=C(C=CC2)[C@@H]2OC=3C(=CC=4C[C@H](N(CC4C3)[C@@H](CC)C3=CC=CC=C3)C(=O)O)OC2)C=CC1Cl ((3S,8S)-3-[3-(3,4-Dichloro-benzyloxy)-phenyl]-7-((S)-1-phenyl-propyl)-2,3,6,7,8,9-hexahydro-[1,4]dioxino[2,3-g]isoquinoline-8-carboxylic acid), CCN(C(C)C)C(C)C (DIEA), COC([C@H](CC1=CC=C(C=C1)OC1=C(C(=NC=C1)C)C)N)=O ((S)-2-amino-3-[4-(2,3-dimethyl-pyridin-4-yloxy)-phenyl]-propionic acid methyl ester), CCN=C=NCCCN(C)C (EDCI), C=1C=CC2=C(C1)N=NN2O (HOBT). Solvent: CO (MeOH), hexanes, CCOC(=O)C (EtOAc), CCOC(=O)C (EtOAc), hexanes, C(Cl)Cl (DCM). Run at temperature 0 celsius, time 5 minute. Product: ClC=1C=C(COC=2C=C(C=CC2)[C@@H]2OC=3C(=CC=4C[C@H](N(CC4C3)[C@@H](CC)C3=CC=CC=C3)C(=O)N[C@H](C(=O)O)CC3=CC=C(C=C3)OC3=C(C(=NC=C3)C)C)OC2)C=CC1Cl ((S)-2-{[(3S,8S)-3-[3-(3,4-Dichloro-benzyloxy)-phenyl]-7-((S)-1-phenyl-propyl)-2,3,6,7,8,9-hexahydro-[1,4]dioxino[2,3-g]isoquinoline-8-carbonyl]-amino}-3-[4-(2,3-dimethyl-pyridin-4-yloxy)-phenyl]-propionic acid). Isolated yield 49.9%. RXN SMILES: [Cl:1][C:2]1[CH:3]=[C:4]([CH:39]=[CH:40][C:41]=1[Cl:42])[CH2:5][O:6][C:7]1[CH:8]=[C:9]([C@H:13]2[CH2:38][O:37][C:16]3=[CH:17][C:18]4[CH2:19][C@@H:20]([C:34](O)=[O:35])[N:21]([C@H:25]([C:28]5[CH:33]=[CH:32][CH:31]=[CH:30][CH:29]=5)[CH2:26][CH3:27])[CH2:22][C:23]=4[CH:24]=[C:15]3[O:14]2)[CH:10]=[CH:11][CH:12]=1.CCN=C=NCCCN(C)C.C1C=CC2N(O)N=NC=2C=1.C[O:65][C:66](=[O:85])[C@@H:67]([NH2:84])[CH2:68][C:69]1[CH:74]=[CH:73][C:72]([O:75][C:76]2[CH:81]=[CH:80][N:79]=[C:78]([CH3:82])[C:77]=2[CH3:83])=[CH:71][CH:70]=1.CCN(C(C)C)C(C)C>C(Cl)Cl.CCOC(C)=O.CO>[Cl:1][C:2]1[CH:3]=[C:4]([CH:39]=[CH:40][C:41]=1[Cl:42])[CH2:5][O:6][C:7]1[CH:8]=[C:9]([C@H:13]2[CH2:38][O:37][C:16]3=[CH:17][C:18]4[CH2:19][C@@H:20]([C:34]([NH:84][C@@H:67]([CH2:68][C:69]5[CH:74]=[CH:73][C:72]([O:75][C:76]6[CH:81]=[CH:80][N:79]=[C:78]([CH3:82])[C:77]=6[CH3:83])=[CH:71][CH:70]=5)[C:66]([OH:65])=[O:85])=[O:35])[N:21]([C@H:25]([C:28]5[CH:33]=[CH:32][CH:31]=[CH:30][CH:29]=5)[CH2:26][CH3:27])[CH2:22][C:23]=4[CH:24]=[C:15]3[O:14]2)[CH:10]=[CH:11][CH:12]=1. Reported procedure: (3S,8S)-3-[3-(3,4-Dichloro-benzyloxy)-phenyl]-7-((S)-1-phenyl-propyl)-2,3,6,7,8,9-hexahydro-[1,4]dioxino[2,3-g]isoquinoline-8-carboxylic acid (25 mg), EDCI (10 mg), HOBT (8 mg) and (S)-2-amino-3-[4-(2,3-dimethyl-pyridin-4-yloxy)-phenyl]-propionic acid methyl ester (16 mg) were taken up in 1 mL of anhydrous DCM and stirred for 5 minutes. The reaction mixture was cooled to 0° C. and DIEA (21 mg) was added and reaction was stirred at room temperature for 2 hours. After the reaction was complete, th... Reactants: FC(C(=O)O)(F)F.S1C(=NC2=C1C=CC=C2)S(=O)(=O)N2C(CNCC2)=O (1-(benzothiazole-2-sulfonyl)-piperazin-2-one trifluoroacetic acid salt), C(C1=CC=CC=C1)OC(=O)NC=1NC(C=2N=CN(C2N1)CC(=O)O)=O ([2-N-(benzyloxycarbonyl)-guanin-9-yl]-acetic acid). Yields the product S1C(=NC2=C1C=CC=C2)S(=O)(=O)N2C(CN(CC2)C(CN2C=1N=C(NC(C1N=C2)=O)NC(=O)OCC2=CC=CC=C2)=O)=O (1-(Benzothiazole-2-sulfonyl)-4-{[2-N-(benzyloxycarbonyl)-guanin-9-yl]-acetyl}-piperazin-2-one). RXN SMILES: FC(F)(F)C(O)=O.[S:8]1[C:12]2[CH:13]=[CH:14][CH:15]=[CH:16][C:11]=2[N:10]=[C:9]1[S:17]([N:20]1[CH2:25][CH2:24][NH:23][CH2:22][C:21]1=[O:26])(=[O:19])=[O:18].[CH2:27]([O:34][C:35]([NH:37][C:38]1[NH:39][C:40](=[O:51])[C:41]2[N:42]=[CH:43][N:44]([CH2:47][C:48](O)=[O:49])[C:45]=2[N:46]=1)=[O:36])[C:28]1[CH:33]=[CH:32][CH:31]=[CH:30][CH:29]=1>>[S:8]1[C:12]2[CH:13]=[CH:14][CH:15]=[CH:16][C:11]=2[N:10]=[C:9]1[S:17]([N:20]1[CH2:25][CH2:24][N:23]([C:48](=[O:49])[CH2:47][N:44]2[CH:43]=[N:42][C:41]3[C:40](=[O:51])[NH:39][C:38]([NH:37][C:35]([O:34][CH2:27][C:28]4[CH:33]=[CH:32][CH:31]=[CH:30][CH:29]=4)=[O:36])=[N:46][C:45]2=3)[CH2:22][C:21]1=[O:26])(=[O:19])=[O:18] |f:0.1|. Reported procedure: The title compound was synthesized by the reaction of 1-(benzothiazole-2-sulfonyl)-piperazin-2-one trifluoroacetic acid salt with [2-N-(benzyloxycarbonyl)-guanin-9-yl]-acetic acid as per the procedure of Example 52. 1H NMR (500 MHz; DMSO-d6) δ 11.35 (bs, 2H), 8.34 (m, 1H), 8.25 (m, 1H), 7.81 (s, 0.6H), 7.77 (s, 0.4H), 7.71 (m, 2H), 7.45˜7.30 (m, 5H), 5.23 (s, 2H), 5.13 (s, 1.2H), 5.02 (s, 0.8H), 4.51 (s, 0.8H), 4.27 (s, 1.2H), 4.24 (t, 1.2H), 4.08 (t, 0.8H), 4.03 (t, 1.2H), 3.85 (t, 0.8H). The yield is 63.7%. Procedure: To a solution of 2-chloro-5-(chloromethyl)pyridine 1-oxide (940 mg, 5.28 mmol; described in: Tilley, J. W. et al, J. Heterocyclic Chem. 1979, 16, 333) in acetonitrile (30 mL) were added N-methylhomopiperazine (1.21 g, 10.6 mmol), and K2CO3 (730 mg, 5.28 mmol). The reaction mixture was stirred at room temperature for 3.5 days. The solvent was removed in vacuo, and the residue was partitioned between brine and ethyl acetate. The aqueous layer was extracted with another two portions of ethyl acetat... Run in C(C)#N (acetonitrile). The reactants are ClC1=[N+](C=C(C=C1)CCl)[O-] (2-chloro-5-(chloromethyl)pyridine 1-oxide), CN1CCNCCC1 (N-methylhomopiperazine), C(=O)([O-])[O-].[K+].[K+] (K2CO3). As a reaction SMILES: [Cl:1][C:2]1[CH:7]=[CH:6][C:5]([CH2:8]Cl)=[CH:4][N+:3]=1[O-:10].[CH3:11][N:12]1[CH2:18][CH2:17][CH2:16][NH:15][CH2:14][CH2:13]1.C([O-])([O-])=O.[K+].[K+]>C(#N)C>[Cl:1][C:2]1[N+:3]([O-:10])=[CH:4][C:5]([CH2:8][N:15]2[CH2:16][CH2:17][CH2:18][N:12]([CH3:11])[CH2:13][CH2:14]2)=[CH:6][CH:7]=1 |f:2.3.4|. Run at time 3.5 day. The product is ClC1=CC=C(C=[N+]1[O-])CN1CCN(CCC1)C (1-[(6-Chloro-1-oxidopyridin-3-yl)methyl]-4-methyl-1,4-diazepane). Starting materials: compound, N[C@H]1[C@@H](C(OC2=C1C=C(C=C2)C#N)(C)C)O ((3S-trans)-4-amino-3,4-dihydro-3-hydroxy-2,2-dimethyl-2H-1-benzopyran-6-carbonitrile), compound, C1(=CC=CC=C1)C1=C(CCC1)C(=O)O (2-phenyl-1-cyclopentenecarboxylic acid). Solvent: CO (MeOH). The product is C(#N)C=1C=CC2=C([C@H]([C@@H](C(O2)(C)C)O)NC(=O)C2=C(CCC2)C2=CC=CC=C2)C1 ((3S-trans)-N-(6-Cyano-3,4-dihydro-3-hydroxy-2,2-dimethyl-2H-1-benzopyran-4-yl]-2-phenyl-1-cyclopentenamide). RXN SMILES: [NH2:1][C@@H:2]1[C:7]2[CH:8]=[C:9]([C:12]#[N:13])[CH:10]=[CH:11][C:6]=2[O:5][C:4]([CH3:15])([CH3:14])[C@H:3]1[OH:16].[C:17]1([C:23]2[CH2:27][CH2:26][CH2:25][C:24]=2[C:28](O)=[O:29])[CH:22]=[CH:21][CH:20]=[CH:19][CH:18]=1>CO>[C:12]([C:9]1[CH:10]=[CH:11][C:6]2[O:5][C:4]([CH3:14])([CH3:15])[C@@H:3]([OH:16])[C@H:2]([NH:1][C:28]([C:24]3[CH2:25][CH2:26][CH2:27][C:23]=3[C:17]3[CH:18]=[CH:19][CH:20]=[CH:21][CH:22]=3)=[O:29])[C:7]=2[CH:8]=1)#[N:13]. Procedure: The title compound was prepared from (3S-trans)-4-amino-3,4-dihydro-3-hydroxy-2,2-dimethyl-2H-1-benzopyran-6-carbonitrile (the title B compound of Example 1) and 2-phenyl-1-cyclopentenecarboxylic acid (the title C compound) by the same method as described for the compound of Example 2 to give a white powder, m.p. 156°-158° C. [α]D =+36.8° (c=0.72, MeOH). The reactants are CC(C(CC(=O)OC)=O)(C)C (Methyl 4,4-dimethyl-3-oxopentanoate), ClC1=C(N)C=CC(=C1)Cl (2,4-dichloroaniline). Solvent: xylenes. Yields the product CC(C(CC(=O)NC1=C(C=C(C=C1)Cl)Cl)=O)(C)C (N-[4,4,-dimethyl-3-oxopentanoyl]-2,4-dichloroaniline). The yield is 83.9%. Reaction SMILES: [CH3:1][C:2]([CH3:11])([CH3:10])[C:3](=[O:9])[CH2:4][C:5]([O:7]C)=O.[Cl:12][C:13]1[CH:19]=[C:18]([Cl:20])[CH:17]=[CH:16][C:14]=1[NH2:15]>>[CH3:10][C:2]([CH3:1])([CH3:11])[C:3](=[O:9])[CH2:4][C:5]([NH:15][C:14]1[CH:16]=[CH:17][C:18]([Cl:20])=[CH:19][C:13]=1[Cl:12])=[O:7]. Procedure details: Methyl 4,4-dimethyl-3-oxopentanoate (100 g, 0.632 mol) and 2,4-dichloroaniline (100 g, 0,617 mol) were heated at reflux for 6 hours in xylenes (reagent grade, dried over 4A molecular sieves, 150 mL) in a flask equipped with mechanical stirrer and distillation apparatus. 100 mL of distillate was collected during this period. The reaction mixture was then cooled to room temperature and petroleum ether (500 mL) was added with stirring. The mixture was cooled further with an ice bath, and the crysta... Reaction SMILES: [N+:1]([C:4]1[CH:20]=[CH:19][C:7]([C:8]([NH:10][C:11]2[C:16]([CH3:17])=[CH:15][CH:14]=[CH:13][C:12]=2[CH3:18])=[O:9])=[CH:6][CH:5]=1)([O-])=O>C(O)C.[Pd]>[NH2:1][C:4]1[CH:20]=[CH:19][C:7]([C:8]([NH:10][C:11]2[C:16]([CH3:17])=[CH:15][CH:14]=[CH:13][C:12]=2[CH3:18])=[O:9])=[CH:6][CH:5]=1. Yields the product NC1=CC=C(C(=O)NC2=C(C=CC=C2C)C)C=C1 (4-amino-N-(2,6-dimethylphenyl) benzamide). Yield: 49.5%. Solvent: C(C)O (ethanol). The reactants are [N+](=O)([O-])C1=CC=C(C(=O)NC2=C(C=CC=C2C)C)C=C1 (4-nitro-N-(2,6-dimethylphenyl) benzamide). Run at time 3 hour. The reagents and catalysts are [Pd] (palladium on carbon). Procedure details: A solution of 5.0 g of 4-nitro-N-(2,6-dimethylphenyl) benzamide in 250 ml of ethanol was added to a Paar hydrogenation bottle along with 250 mg of 5% palladium on carbon. The mixture was subjected to low pressure hydrogenation (45 psi) for three hours. The mixture was filtered through celite and the filtrate was evaporated in vacuo. The resulting residue was purified by (crystallization from benzene-petroleum ether) [column chromatography over silica gel using a step-wise solvent gradient of pet...